The task is: describe an organic reaction: reactants, conditions, products, and yield. This data is from the Open Reaction Database (ORD), a public repository of structured organic reaction records. The reactants are CCc1ccc2cc(C)c(Cl)nc2c1, Cl, CN(C)C=O, O, c1nc[nH]n1, c1nc[nH]n1. Yields the product CCc1ccc2cc(C)c(-n3cncn3)nc2c1. As a reaction SMILES: [Cl:1][c:2]1[n:3][c:4]2[cH:5][c:6]([CH2:13][CH3:14])[cH:7][cH:8][c:9]2[cH:10][c:11]1[CH3:12].[ClH:15].[O:26]=[CH:27][N:28]([CH3:29])[CH3:30].[OH2:31].[nH:16]1[n:17][cH:18][n:19][cH:20]1.[nH:21]1[cH:22][n:23][cH:24][n:25]1>>[c:2]1(-[n:16]2[n:17][cH:18][n:19][cH:20]2)[n:3][c:4]2[cH:5][c:6]([CH2:13][CH3:14])[cH:7][cH:8][c:9]2[cH:10][c:11]1[CH3:12].